This data is from the Open Reaction Database (ORD), a public repository of structured organic reaction records. The task is: describe an organic reaction: reactants, conditions, products, and yield The reactants are CO, CCc1cc2c(s1)-n1nc(C(N)=O)nc1C(O)N=C2c1ccccc1Cl, O=S(=O)(O)O. Yields the product CCc1cc2c(s1)-n1nc(C(N)=O)nc1C(OC)N=C2c1ccccc1Cl. RXN SMILES: [CH3:32][OH:33].[Cl:1][c:2]1[c:3]([C:8]2=[N:9][CH:10]([OH:26])[c:11]3[n:12]([n:20][c:21]([C:23](=[O:24])[NH2:25])[n:22]3)-[c:13]3[c:14]2[cH:15][c:16]([CH2:18][CH3:19])[s:17]3)[cH:4][cH:5][cH:6][cH:7]1.[S:27](=[O:28])(=[O:29])([OH:30])[OH:31]>>[Cl:1][c:2]1[c:3]([C:8]2=[N:9][CH:10]([O:26][CH3:32])[c:11]3[n:12]([n:20][c:21]([C:23](=[O:24])[NH2:25])[n:22]3)-[c:13]3[c:14]2[cH:15][c:16]([CH2:18][CH3:19])[s:17]3)[cH:4][cH:5][cH:6][cH:7]1. Starting materials: C1(=CC=CC=C1)O (phenol), [OH-].[Na+] (sodium hydroxide), ClCCCCCl (1,4-dichlorobutane). Reagents/catalysts: S(=O)(=O)(O)[O-].C(CCC)[N+](CCCC)(CCCC)CCCC (tetrabutylammonium hydrogen sulphate). Yields the product ClCCCCOC1=CC=CC=C1 (4-chlorobutoxybenzene). Isolated yield 77.0%. Reaction SMILES: [C:1]1([OH:7])[CH:6]=[CH:5][CH:4]=[CH:3][CH:2]=1.[OH-].[Na+].[Cl:10][CH2:11][CH2:12][CH2:13][CH2:14]Cl>S([O-])(O)(=O)=O.C([N+](CCCC)(CCCC)CCCC)CCC>[Cl:10][CH2:11][CH2:12][CH2:13][CH2:14][O:7][C:1]1[CH:6]=[CH:5][CH:4]=[CH:3][CH:2]=1 |f:1.2,4.5|. Procedure details: A two phase mixture of phenol (5 g, 53 mmol), 1,4-dichlorobutane (30 ml), tetrabutylammonium hydrogen sulphate (0.3 g, 1 mmol), and sodium hydroxide solution (25 ml, 6M) was refluxed for 3 h. The organic layer was separated, dried (MgSO4), and concentrated in vacuo. The residues were purified by flash chromatography (silica (Merck 15111); eluant:petrol) to give the product as a colourless viscous oil (7.57 g 77%) bp 250° C. at 0.2 mm Hg. The reactants are OCCNC1=C(C(=O)OC)C=CC=C1[N+](=O)[O-] (methyl 2-[(2-hydroxyethyl)amino]-3-nitrobenzoate), Cl (HCl). Run in O (water), C1CCOC1 (THF). Run at time 30 minute. Yields the product [N+](=O)([O-])C1=CC=CC=2C(OCCNC21)=O (9-Nitro-2,3-dihydro-4,1-benzoxazepin-5(1H)-one). Isolated yield 60.1%. RXN SMILES: OC[CH2:3][NH:4][C:5]1[C:14]([N+:15]([O-:17])=[O:16])=[CH:13][CH:12]=[CH:11][C:6]=1[C:7]([O:9][CH3:10])=[O:8].Cl>C1COCC1.O>[N+:15]([C:14]1[C:5]2[NH:4][CH2:3][CH2:10][O:9][C:7](=[O:8])[C:6]=2[CH:11]=[CH:12][CH:13]=1)([O-:17])=[O:16]. Procedure: To a solution of 2.00 g (8.32 mmol) of methyl 2-[(2-hydroxyethyl)amino]-3-nitrobenzoate in 150 mL of THF was added dropwise 6N HCl (100 mL) at 0° C. and the mixture was stirred for 30 min. The reaction mixture was refluxed for 16 h. After being cooled to room temperature, the mixture was diluted with water (150 ml), and concentrated in vacuo. The residue was dissolved in ethyl acetate and washed with aqueous sodium hydrogen sulfate and water. The organics was dried over magnesium sulfate, filter... RXN SMILES: [Cl:1][C:2]1[CH:3]=[C:4]([CH2:8][C:9]([C:11]2[S:12][C:13]([Cl:16])=[CH:14][CH:15]=2)=[O:10])[CH:5]=[CH:6][CH:7]=1.[CH3:17][O:18][C:19](=[O:22])[CH:20]=[CH2:21].N12CCCN=C1CCCCC2>C(Cl)Cl>[Cl:1][C:2]1[CH:3]=[C:4]([CH:8]([C:9]([C:11]2[S:12][C:13]([Cl:16])=[CH:14][CH:15]=2)=[O:10])[CH2:21][CH2:20][C:19]([O:18][CH3:17])=[O:22])[CH:5]=[CH:6][CH:7]=1. Procedure details: To a solution of 7.35 g (27.1 mmol) of 2-(3-chlorophenyl)-1-(5-chlorothiophen-2-yl)ethanone (Example 63, Step A) and acrylic acid methyl ester (2.81 mL, 31.2 mmol) in DCM (60 mL) was added 1,8-diazabicyclo[5.4.0]undec-7-ene (4.05 mL, 27.1 mmol) in DCM (10 mL) slowly at 0° C. over 20 min. Then the reaction was allowed to warm to ambient temperature. After being stirred at 25° C. for two days, the reaction mixture was diluted with DCM and washed with 2N HCl, water and sat. aq. NaCl solution. The o... Product: ClC=1C=C(C=CC1)C(CCC(=O)OC)C(=O)C=1SC(=CC1)Cl (rac. Methyl 4-(3-chlorophenyl)-5-(5-chlorothiophen-2-yl)-5-oxopentanoate). Conditions: time 2 day. Run in C(Cl)Cl (DCM), C(Cl)Cl (DCM), C(Cl)Cl (DCM). Reactants: ClC=1C=C(C=CC1)CC(=O)C=1SC(=CC1)Cl (2-(3-Chlorophenyl)-1-(5-chlorothiophen-2-yl)ethanone), COC(C=C)=O (acrylic acid methyl ester), N12CCCCCC2=NCCC1 (1,8-diazabicyclo[5.4.0]undec-7-ene). Reactants: C(C)OCCOC1=CC(=C(C(=C1)C)C1=CC(=CC=C1)COC1=CC=C(C=C1)/C=C/C(=O)OC)C (methyl (2E)-3-(4-{[4′-(2-ethoxyethoxy)-2′,6′-dimethylbiphenyl-3-yl]methoxy}phenyl)acrylate), [N+](=[N-])=C (diazomethane), CN(C(=N)N[N+](=O)[O-])N=O (N-methyl-N′-nitro-N-nitrosoguanidine), [OH-].[K+] (potassium hydroxide). Reagents/catalysts: C(C)(=O)O (acetic acid), C(C)(=O)[O-].[Pd+2].C(C)(=O)[O-] (palladium(II) acetate). Solvent: O1CCCC1 (tetrahydrofuran), C(C)OCC (diethyl ether). Conditions: time 10 minute. The product is C(C)OCCOC1=CC(=C(C(=C1)C)C1=CC(=CC=C1)COC1=CC=C(C=C1)C1C(C1)C(=O)OC)C (methyl 2-(4-{(4′-(2-ethoxyethoxy)-2′,6′-dimethylbiphenyl-3-yl]methoxy}phenyl)cyclopropanecarboxylate). Isolated yield 99.0%. As a reaction SMILES: [CH2:1]([O:3][CH2:4][CH2:5][O:6][C:7]1[CH:12]=[C:11]([CH3:13])[C:10]([C:14]2[CH:19]=[CH:18][CH:17]=[C:16]([CH2:20][O:21][C:22]3[CH:27]=[CH:26][C:25](/[CH:28]=[CH:29]/[C:30]([O:32][CH3:33])=[O:31])=[CH:24][CH:23]=3)[CH:15]=2)=[C:9]([CH3:34])[CH:8]=1)[CH3:2].[N+](=[CH2:37])=[N-].CN(N=O)C(N[N+]([O-])=O)=N.[OH-].[K+]>O1CCCC1.C(OCC)C.C(O)(=O)C.C([O-])(=O)C.[Pd+2].C([O-])(=O)C>[CH2:1]([O:3][CH2:4][CH2:5][O:6][C:7]1[CH:8]=[C:9]([CH3:34])[C:10]([C:14]2[CH:19]=[CH:18][CH:17]=[C:16]([CH2:20][O:21][C:22]3[CH:23]=[CH:24][C:25]([CH:28]4[CH2:37][CH:29]4[C:30]([O:32][CH3:33])=[O:31])=[CH:26][CH:27]=3)[CH:15]=2)=[C:11]([CH3:13])[CH:12]=1)[CH3:2] |f:3.4,8.9.10|. Procedure: A solution of methyl (2E)-3-(4-{[4′-(2-ethoxyethoxy)-2′,6′-dimethylbiphenyl-3-yl]methoxy}phenyl)acrylate (1.50 g, 3.26 mmol) in tetrahydrofuran (50 mL) was stirred under ice-cooling, and a solution of diazomethane prepared from N-methyl-N′-nitro-N-nitrosoguanidine (50% water-containing product, 4.98 g, 16.9 mmol) and 9.5 M aqueous potassium hydroxide solution (12.0 mL, 114 mmol) in diethyl ether (25 mL), and palladium(II) acetate (36.6 mg, 0.163 mmol) were alternately added thereto over 10 min i... The reactants are CCCCn1c(=O)n(CC)c(=O)c2c1ncn2Cc1ccccc1, CC(=O)O, [OH-], [OH-], [Pd+2]. Reaction SMILES: [CH2:1]([CH2:2][CH2:3][CH3:4])[n:5]1[c:6](=[O:24])[n:7]([CH2:22][CH3:23])[c:8](=[O:21])[c:9]2[n:10]([CH2:14][c:15]3[cH:16][cH:17][cH:18][cH:19][cH:20]3)[cH:11][n:12][c:13]12.[CH3:25][C:26](=[O:27])[OH:28].[OH-:29].[OH-:31].[Pd+2:30]>>[CH2:1]([CH2:2][CH2:3][CH3:4])[n:5]1[c:6](=[O:24])[n:7]([CH2:22][CH3:23])[c:8](=[O:21])[c:9]2[nH:10][cH:11][n:12][c:13]12. Product: CCCCn1c(=O)n(CC)c(=O)c2[nH]cnc21. The reactants are NC1=C(C=C(C(=O)N2CCN(CC2)CC=2C=C(C(=O)NC(C)(C)C)C=CC2)C=C1)Cl (3-((4-(4-Amino-3-chlorobenzoyl)piperazin-1-yl)methyl)-N-tert-butylbenzamide), 4-nitrophenylchloroformate, C1(CCC1)N (Cyclobutylamine). The solvent is ClCCl (dichloromethane). Conditions: time 8 hour. Yields the product C(C)(C)(C)NC(C1=CC(=CC=C1)CN1CCN(CC1)C(C1=CC(=C(C=C1)NC(=O)NC1CCC1)Cl)=O)=O (N-tert-Butyl-3-((4-(3-chloro-4-(3-cyclobutylureido)benzoyl)piperazin-1-yl)methyl)benzamide). The yield is 8.2%. As a reaction SMILES: [NH2:1][C:2]1[CH:29]=[CH:28][C:5]([C:6]([N:8]2[CH2:13][CH2:12][N:11]([CH2:14][C:15]3[CH:16]=[C:17]([CH:25]=[CH:26][CH:27]=3)[C:18]([NH:20][C:21]([CH3:24])([CH3:23])[CH3:22])=[O:19])[CH2:10][CH2:9]2)=[O:7])=[CH:4][C:3]=1[Cl:30].C1C([N+]([O-])=O)=CC=C([Cl-][C:41]([O-])=[O:42])C=1.[CH:44]1([NH2:48])[CH2:47][CH2:46][CH2:45]1>ClCCl>[C:21]([NH:20][C:18](=[O:19])[C:17]1[CH:25]=[CH:26][CH:27]=[C:15]([CH2:14][N:11]2[CH2:12][CH2:13][N:8]([C:6](=[O:7])[C:5]3[CH:28]=[CH:29][C:2]([NH:1][C:41]([NH:48][CH:44]4[CH2:47][CH2:46][CH2:45]4)=[O:42])=[C:3]([Cl:30])[CH:4]=3)[CH2:9][CH2:10]2)[CH:16]=1)([CH3:24])([CH3:23])[CH3:22]. Reported procedure: 3-((4-(4-Amino-3-chlorobenzoyl)piperazin-1-yl)methyl)-N-tert-butylbenzamide (200 mg, 0.466 mmol) and 4-nitrophenylchloroformate (94 mg, 0.466 mmol) were heated to reflux in dichloromethane (10 ml) for 2 hours. Cyclobutylamine (99 mg, 1.398 mmol) was added and the reaction stirred overnight. The reaction mixture was washed with water, dried over sodium sulfate and concentrated under vacuum. The resulting residue was purified by acidic reverse phase HPLC to afford the title compound (20 mg).